This data is from the Open Reaction Database (ORD), a public repository of structured organic reaction records. The task is: describe an organic reaction: reactants, conditions, products, and yield Starting materials: C(C)(C)(C)ON=C1C=C(OC2=CC=C(C=C12)OCCCl)C1=CC=2N(C=N1)C=CC2 (6-(2-chloro-ethoxy)-2-pyrrolo[1,2-c]pyrimidin-3-yl-chromen-4-one O-tert-butyl oxime), O1CCNCCC1 ([1,4]oxazepane). Product: Cl.O1CCN(CCC1)CCOC=1C=C2C(C=C(OC2=CC1)C1=CC=2N(C=N1)C=CC2)=NO (6-(2-[1,4]oxazepan-4-yl-ethoxy)-2-pyrrolo[1,2-c]pyrimidin-3-yl-chromen-4-one oxime, hydrochloride). RXN SMILES: C([O:5][N:6]=[C:7]1[C:16]2[C:11](=[CH:12][CH:13]=[C:14]([O:17][CH2:18][CH2:19][Cl:20])[CH:15]=2)[O:10][C:9]([C:21]2[N:26]=[CH:25][N:24]3[CH:27]=[CH:28][CH:29]=[C:23]3[CH:22]=2)=[CH:8]1)(C)(C)C.[O:30]1[CH2:36][CH2:35][CH2:34][NH:33][CH2:32][CH2:31]1>>[ClH:20].[O:30]1[CH2:36][CH2:35][CH2:34][N:33]([CH2:19][CH2:18][O:17][C:14]2[CH:15]=[C:16]3[C:11](=[CH:12][CH:13]=2)[O:10][C:9]([C:21]2[N:26]=[CH:25][N:24]4[CH:27]=[CH:28][CH:29]=[C:23]4[CH:22]=2)=[CH:8][C:7]3=[N:6][OH:5])[CH2:32][CH2:31]1 |f:2.3|. Reported procedure: 6-(2-[1,4]oxazepan-4-yl-ethoxy)-2-pyrrolo[1,2-c]pyrimidin-3-yl-chromen-4-one oxime, hydrochloride was prepared in 45% overall yield using the method described in example 87, starting from 6-(2-chloro-ethoxy)-2-pyrrolo[1,2-c]pyrimidin-3-yl-chromen-4-one O-tert-butyl oxime (example 87B) and [1,4]oxazepane.